This data is from the Open Reaction Database (ORD), a public repository of structured organic reaction records. The task is: describe an organic reaction: reactants, conditions, products, and yield Starting materials: CO, CN(C)C1Cc2ccc([N+](=O)[O-])cc2C1, [H][H]. The product is CN(C)C1Cc2ccc(N)cc2C1. As a reaction SMILES: [CH3:18][OH:19].[CH3:1][N:2]([CH:3]1[CH2:4][c:5]2[cH:6][cH:7][c:8]([N+:12]([O-:13])=[O:14])[cH:9][c:10]2[CH2:11]1)[CH3:15].[H:16][H:17]>>[CH3:1][N:2]([CH:3]1[CH2:4][c:5]2[cH:6][cH:7][c:8]([NH2:12])[cH:9][c:10]2[CH2:11]1)[CH3:15]. Starting materials: ClC1=C(C=CC(=C1)Cl)C=1C=C(SC1C1=CC=C(C=C1)OC)C(=O)O (4-(2,4-dichlorophenyl)-5-(4-methoxyphenyl)thiophene-2-carboxylic acid), C1(=CC=CC=C1)C1(CCNCC1)C(=O)N (4-phenylpiperidine-4-carboxamide), CN(C)C(=[N+](C)C)ON1C2=C(C=CC=C2)N=N1.[B-](F)(F)(F)F (TBTU), ClC1=C(C=CC(=C1)Cl)CC(=O)O ((2,4-dichlorophenyl)acetic acid), COC1=CC=C(C(=O)OC)C=C1 (methyl 4-methoxybenzoate). Run in C(Cl)Cl (CH2Cl2), CCN(CC)CC (Et3N). Conditions: time 8 hour. Product: 4-methoxyphenyethiophene-2-carboxylic acid, ClC1=C(C=CC(=C1)Cl)C=1C=C(SC1C1=CC=C(C=C1)OC)C(=O)N1CCC(CC1)(C(=O)N)C1=CC=CC=C1 (1-{[4-(2,4-Dichlorophenyl)-5-(4-methoxyphenyl)thien-2-yl]carbonyl}-4-phenylpiperidine-4-carboxamide). Yield: 90.0%. RXN SMILES: ClC1C=C(Cl)C=CC=1CC(O)=O.COC1C=CC(C(OC)=O)=CC=1.[Cl:25][C:26]1[CH:31]=[C:30]([Cl:32])[CH:29]=[CH:28][C:27]=1[C:33]1[CH:34]=[C:35]([C:46](O)=[O:47])[S:36][C:37]=1[C:38]1[CH:43]=[CH:42][C:41]([O:44][CH3:45])=[CH:40][CH:39]=1.[C:49]1([C:55]2([C:61]([NH2:63])=[O:62])[CH2:60][CH2:59][NH:58][CH2:57][CH2:56]2)[CH:54]=[CH:53][CH:52]=[CH:51][CH:50]=1.CN(C(ON1N=NC2C=CC=CC1=2)=[N+](C)C)C.[B-](F)(F)(F)F>C(Cl)Cl.CCN(CC)CC>[Cl:25][C:26]1[CH:31]=[C:30]([Cl:32])[CH:29]=[CH:28][C:27]=1[C:33]1[CH:34]=[C:35]([C:46]([N:58]2[CH2:57][CH2:56][C:55]([C:49]3[CH:50]=[CH:51][CH:52]=[CH:53][CH:54]=3)([C:61]([NH2:63])=[O:62])[CH2:60][CH2:59]2)=[O:47])[S:36][C:37]=1[C:38]1[CH:39]=[CH:40][C:41]([O:44][CH3:45])=[CH:42][CH:43]=1 |f:4.5|. Procedure details: 4-(2,4-dichlorophenyl)-5-(4-methoxyphenyethiophene-2-carboxylic acid is prepared, according to the procedure used in stages 1A)-1E), from (2,4-dichlorophenyl)acetic acid and methyl 4-methoxybenzoate. 3.8 g of 4-(2,4-dichlorophenyl)-5-(4-methoxyphenyl)thiophene-2-carboxylic acid, 2.53 g of 4-phenylpiperidine-4-carboxamide (preparation 2), 0.72 ml of Et3N and 3.53 g of TBTU are added at AT to 100 ml of CH2Cl2. The mixture is stirred overnight. It is evaporated to dryness, water is added and the co... The reactants are C1(=CC=CC=C1)C(C)C (cumene), [Cl-].[Al+3].[Cl-].[Cl-] (aluminum chloride), BrCC(=O)Br (bromoacetylbromide). The solvent is ClCCl (dichloromethane). Reaction conditions: time 2 hour. The product is BrCC(=O)C1=CC=C(C=C1)C(C)C (2-bromo-1-(4-isopropylphenyl)ethanone). As a reaction SMILES: [C:1]1([CH:7]([CH3:9])[CH3:8])[CH:6]=[CH:5][CH:4]=[CH:3][CH:2]=1.[Cl-].[Al+3].[Cl-].[Cl-].[Br:14][CH2:15][C:16](Br)=[O:17]>ClCCl>[Br:14][CH2:15][C:16]([C:4]1[CH:5]=[CH:6][C:1]([CH:7]([CH3:9])[CH3:8])=[CH:2][CH:3]=1)=[O:17] |f:1.2.3.4|. Procedure details: To a solution of cumene (27.8 mL, 200 mmol) and aluminum chloride (32.0 g, 240 mmol) in dichloromethane (300 mL) was added bromoacetylbromide (19.1 mL, 220 mmol) at −10° C., and the mixture was stirred at the same temperature for 2 hours. The reaction solution was poured into ice-cold water, and an organic layer was separated. The organic layer was washed with a saturated sodium hydrogen carbonate solution and a saturated brine, and then was dried over sodium sulfate. The solvent was distilled o... Reported procedure: To a cooled (0° C.) suspension of 4-benzyloxy-1-(4-methoxy-benzylamino)-thioxanthen-9-one (8.16 g, 18.00 mmol) in dry THF (150 ml) was added Borane-THF complex (90 mmol, 90 ml 1M in THF) in a dropwise fashion. The reaction was allowed to slowly warm to room temperature and stirred for a further 16 hours to give a homogeneous yellow solution. To mixture was then cooled (0° C.) and diluted slowly with acetone (150 ml) and then stirred for 60 minutes at room temperature. The solvent was removed in ... Reactants: C(C1=CC=CC=C1)OC1=CC=C(C=2C(C3=CC=CC=C3SC12)=O)NCC1=CC=C(C=C1)OC (4-benzyloxy-1-(4-methoxy-benzylamino)-thioxanthen-9-one), B.C1CCOC1 (Borane THF). Reaction conditions: time 16 hour. Yield: 99.8%. The solvent is C1CCOC1 (THF), CC(=O)C (acetone), C(Cl)Cl (CH2Cl2). Reaction SMILES: [CH2:1]([O:8][C:9]1[C:22]2[S:21][C:20]3[C:15](=[CH:16][CH:17]=[CH:18][CH:19]=3)[C:14](=O)[C:13]=2[C:12]([NH:24][CH2:25][C:26]2[CH:31]=[CH:30][C:29]([O:32][CH3:33])=[CH:28][CH:27]=2)=[CH:11][CH:10]=1)[C:2]1[CH:7]=[CH:6][CH:5]=[CH:4][CH:3]=1.B.C1COCC1>C1COCC1.CC(C)=O.C(Cl)Cl>[CH2:1]([O:8][C:9]1[C:22]2[S:21][C:20]3[C:15](=[CH:16][CH:17]=[CH:18][CH:19]=3)[CH2:14][C:13]=2[C:12]([NH:24][CH2:25][C:26]2[CH:31]=[CH:30][C:29]([O:32][CH3:33])=[CH:28][CH:27]=2)=[CH:11][CH:10]=1)[C:2]1[CH:7]=[CH:6][CH:5]=[CH:4][CH:3]=1 |f:1.2|. The product is C(C1=CC=CC=C1)OC1=CC=C(C=2CC3=CC=CC=C3SC12)NCC1=CC=C(C=C1)OC ((4-Benzyloxy-9H-thioxanthen-1-yl)-(4-methoxy-benzyl)-amine). Starting materials: ClC1=C(C(=CC=C1)Cl)C1=CC2=C(N=C(N=C2)SC)N(C1=O)C (6-(2,6-Dichlorophenyl)-8-methyl-2-methylsulfanyl-8H-pyrido[2,3-d]pyrimidin-7-one), C(C)N(CCOC1=CC=C(N)C=C1)CC (4-(2-diethylaminoethoxy)aniline), COCCOCCOC ((2-methoxyethyl)ether). Solvent: O (Water). Conditions: temperature 150 celsius. The product is ClC1=C(C(=CC=C1)Cl)C1=CC2=C(N=C(N=C2)NC2=CC=C(C=C2)OCCN(CC)CC)N(C1=O)C (6-(2,6-Dichlorophenyl)-2-[4-(2-diethylaminoethoxy)-phenylamino]-8-methyl-8H-pyrido[2,3-d]pyrimidin-7-one). As a reaction SMILES: [Cl:1][C:2]1[CH:7]=[CH:6][CH:5]=[C:4]([Cl:8])[C:3]=1[C:9]1[C:20](=[O:21])[N:19]([CH3:22])[C:12]2[N:13]=[C:14](SC)[N:15]=[CH:16][C:11]=2[CH:10]=1.[CH2:23]([N:25]([CH2:36][CH3:37])[CH2:26][CH2:27][O:28][C:29]1[CH:35]=[CH:34][C:32]([NH2:33])=[CH:31][CH:30]=1)[CH3:24].COCCOCCOC>O>[Cl:1][C:2]1[CH:7]=[CH:6][CH:5]=[C:4]([Cl:8])[C:3]=1[C:9]1[C:20](=[O:21])[N:19]([CH3:22])[C:12]2[N:13]=[C:14]([NH:33][C:32]3[CH:31]=[CH:30][C:29]([O:28][CH2:27][CH2:26][N:25]([CH2:36][CH3:37])[CH2:23][CH3:24])=[CH:35][CH:34]=3)[N:15]=[CH:16][C:11]=2[CH:10]=1. Reported procedure: A mixture of 0.155 g (0.40 mmol) of 6-(2,6-dichlorophenyl)-8-methyl-2-methylsulfanyl-8H-pyrido[2,3-d]pyrimidin-7-one of Example 37, 0.167 g (0.80 mmol) of 4-(2-diethylaminoethoxy)aniline and 1 mL of (2-methoxyethyl)ether (bp 162° C.) was heated with stirring in a 150° C. oil bath. All solid gradually dissolved over a period of 10 minutes. The solution was heated another 10 minutes and cooled to 100° C. Water was added dropwise until slight turbidity. The crystals that separated on inducement wer... The reactants are [H-].[H-].[H-].[H-].[Li+].[Al+3] (LAH), ClC1=NC(=C(C2=CC=CC=C12)C=O)C (1-chloro-3-methyl-isoquinoline-4-carbaldehyde), O=S(Cl)Cl (SOCl2), alcohol. Run in C1CCOC1 (THF), C(Cl)Cl (DCM). Conditions: time 30 minute. Yields the product ClC1=NC(=C(C2=CC=CC=C12)CCl)C (1-chloro-4-chloromethyl-3-methyl-isoquinoline). Isolated yield 90.0%. Reaction SMILES: [H-].[H-].[H-].[H-].[Li+].[Al+3].[Cl:7][C:8]1[C:17]2[C:12](=[CH:13][CH:14]=[CH:15][CH:16]=2)[C:11]([CH:18]=O)=[C:10]([CH3:20])[N:9]=1.O=S(Cl)[Cl:23]>C1COCC1.C(Cl)Cl>[Cl:7][C:8]1[C:17]2[C:12](=[CH:13][CH:14]=[CH:15][CH:16]=2)[C:11]([CH2:18][Cl:23])=[C:10]([CH3:20])[N:9]=1 |f:0.1.2.3.4.5|. Procedure: LAH (3.6 ml of 1M in THF, 3.62 mmol) is added to a solution of 1-chloro-3-methyl-isoquinoline-4-carbaldehyde (744 mg, 3.62 mmol) in THF (10 ml) at 0° C. After stirring for 30 min at ambient temperature, the mixture is quenched with small amounts of saturated sodium sulfate and filtered through a pad of celite. The filtrate is concentrated in vacuo to give the crude alcohol. SOCl2 (13 ml of 2M in DCM, 25 mmol) is added to a solution of the crude alcohol in DCM (5 ml). After stirring for 1 h at ro... Starting materials: C1COCCN1, O=[N+]([O-])c1ccc(Cl)nc1, C1CCOC1. The product is O=[N+]([O-])c1ccc(N2CCOCC2)nc1. Reaction SMILES: [CH2:11]1[CH2:12][O:13][CH2:14][CH2:15][NH:16]1.[Cl:1][c:2]1[n:3][cH:4][c:5]([N+:8](=[O:9])[O-:10])[cH:6][cH:7]1.[O:17]1[CH2:18][CH2:19][CH2:20][CH2:21]1>>[c:2]1([N:16]2[CH2:11][CH2:12][O:13][CH2:14][CH2:15]2)[n:3][cH:4][c:5]([N+:8](=[O:9])[O-:10])[cH:6][cH:7]1.